This data is from the Open Reaction Database (ORD), a public repository of structured organic reaction records. The task is: describe an organic reaction: reactants, conditions, products, and yield Starting materials: C(C=C)OC(=O)N1[C@@H](CC(C1)F)C=C(C)C1=C(N2C([C@@H]([C@H]2C1)[C@@H](C)O)=O)C(=O)OCC=C (allyl (5R,6S)-3-[2-{(2S)-1-allyloxycarbonyl-4-fluoropyrrolidin-2-yl}-1-methylethenyl]-6-[(1R)-1-hydroxyethyl]-7-oxo-1-azabicyclo[3.2.0]hept-2-ene-2-carboxylate), N1CCOCC1 (morpholine), C1(=CC=CC=C1)P(C1=CC=CC=C1)C1=CC=CC=C1 (triphenylphosphine). The reagents and catalysts are C=1C=CC(=CC1)[P](C=2C=CC=CC2)(C=3C=CC=CC3)[Pd]([P](C=4C=CC=CC4)(C=5C=CC=CC5)C=6C=CC=CC6)([P](C=7C=CC=CC7)(C=8C=CC=CC8)C=9C=CC=CC9)[P](C=1C=CC=CC1)(C=1C=CC=CC1)C=1C=CC=CC1 (tetrakis(triphenylphosphine)palladium(0)). The solvent is O1CCCC1 (tetrahydrofuran), C(C)O (ethanol). The product is FC1C[C@H](NC1)C=C(C)C1=C(N2C([C@@H]([C@H]2C1)[C@@H](C)O)=O)C(=O)O ((5R,6S)-3-[2-{(2S)-4-fluoropyrrolidin-2-yl}-1-methylethenyl]-6-[(1R)-1-hydroxyethyl]-7-oxo-1-azabicyclo[3.2.0]hept-2-ene-2-carboxylic acid). Isolated yield 20.2%. As a reaction SMILES: C(OC([N:7]1[CH2:11][CH:10]([F:12])[CH2:9][C@H:8]1[CH:13]=[C:14]([C:16]1[CH2:22][C@H:21]2[N:18]([C:19](=[O:26])[C@@H:20]2[C@H:23]([OH:25])[CH3:24])[C:17]=1[C:27]([O:29]CC=C)=[O:28])[CH3:15])=O)C=C.N1CCOCC1.C1(P(C2C=CC=CC=2)C2C=CC=CC=2)C=CC=CC=1>O1CCCC1.C(O)C.C1C=CC([P]([Pd]([P](C2C=CC=CC=2)(C2C=CC=CC=2)C2C=CC=CC=2)([P](C2C=CC=CC=2)(C2C=CC=CC=2)C2C=CC=CC=2)[P](C2C=CC=CC=2)(C2C=CC=CC=2)C2C=CC=CC=2)(C2C=CC=CC=2)C2C=CC=CC=2)=CC=1>[F:12][CH:10]1[CH2:11][NH:7][C@H:8]([CH:13]=[C:14]([C:16]2[CH2:22][C@H:21]3[N:18]([C:19](=[O:26])[C@@H:20]3[C@H:23]([OH:25])[CH3:24])[C:17]=2[C:27]([OH:29])=[O:28])[CH3:15])[CH2:9]1 |^1:69,71,90,109|. Procedure: To a solution of allyl (5R,6S)-3-[2-{(2S)-1-allyloxycarbonyl-4-fluoropyrrolidin-2-yl}-1-methylethenyl]-6-[(1R)-1-hydroxyethyl]-7-oxo-1-azabicyclo[3.2.0]hept-2-ene-2-carboxylate (1.7 g), morpholine (694 μl), and triphenylphosphine (199 mg) in tetrahydrofuran (30 ml) and ethanol (10 ml) was added tetrakis(triphenylphosphine)palladium(0) (263 mg) at room temperature. After stirring for an hour, the precipitate was filtered, washed in turn with dichloromethane (3 times) and acetone (twice), and drie... The reactants are ClCCl, CCN(C(C)C)C(C)C, CC(OC(=O)OCc1ccc([N+](=O)[O-])cc1)C1C(=O)NC1CC(=O)Sc1ccccc1, O=[N+]([O-])c1ccc(COCCCl)cc1, O=P([O-])([O-])[O-]. Product: CC(OC(=O)OCc1ccc([N+](=O)[O-])cc1)C1C(=O)N(CCOCc2ccc([N+](=O)[O-])cc2)C1CC(=O)Sc1ccccc1. Reaction SMILES: [CH2:60]([Cl:61])[Cl:62].[CH:32]([N:33]([CH:34]([CH3:35])[CH3:36])[CH2:37][CH3:38])([CH3:39])[CH3:40].[N+:1](=[O:2])([O-:3])[c:4]1[cH:5][cH:6][c:7]([CH2:8][O:9][C:10](=[O:11])[O:12][CH:13]([CH3:14])[CH:15]2[C:16](=[O:29])[NH:17][CH:18]2[CH2:19][C:20](=[O:21])[S:22][c:23]2[cH:24][cH:25][cH:26][cH:27][cH:28]2)[cH:30][cH:31]1.[N+:41](=[O:42])([O-:43])[c:44]1[cH:45][cH:46][c:47]([CH2:48][O:49][CH2:50][CH2:51][Cl:52])[cH:53][cH:54]1.[O-:55][P:56](=[O:57])([O-:58])[O-:59]>>[N+:1](=[O:2])([O-:3])[c:4]1[cH:5][cH:6][c:7]([CH2:8][O:9][C:10](=[O:11])[O:12][CH:13]([CH3:14])[CH:15]2[C:16](=[O:29])[N:17]([CH2:51][CH2:50][O:49][CH2:48][c:47]3[cH:46][cH:45][c:44]([N+:41](=[O:42])[O-:43])[cH:54][cH:53]3)[CH:18]2[CH2:19][C:20](=[O:21])[S:22][c:23]2[cH:24][cH:25][cH:26][cH:27][cH:28]2)[cH:30][cH:31]1. The reactants are NC=1C=C(C(=NC1)OC)[C@]1(N=C(O[C@@H](C1)C(F)(F)F)N)C ((4S,6S)-4-(5-amino-2-methoxypyridin-3-yl)-4-methyl-6-(trifluoromethyl)-5,6-dihydro-4H-1,3-oxazin-2-amine), Cl (hydrogen chloride), solution, O1CCOCC1 (1,4-dioxane). Run in O (water). Reaction conditions: temperature 100 celsius. Yields the product NC=1C=C(C(NC1)=O)[C@]1(N=C(O[C@@H](C1)C(F)(F)F)N)C (5-amino-3-((4S,6S)-2-amino-4-methyl-6-(trifluoromethyl)-5,6-dihydro-4H-1,3-oxazin-4-yl)pyridin-2(1H)-one). RXN SMILES: [NH2:1][C:2]1[CH:3]=[C:4]([C@:10]2([CH3:21])[CH2:15][C@@H:14]([C:16]([F:19])([F:18])[F:17])[O:13][C:12]([NH2:20])=[N:11]2)[C:5]([O:8]C)=[N:6][CH:7]=1.Cl.O1CCOCC1>O>[NH2:1][C:2]1[CH:3]=[C:4]([C@:10]2([CH3:21])[CH2:15][C@@H:14]([C:16]([F:19])([F:18])[F:17])[O:13][C:12]([NH2:20])=[N:11]2)[C:5](=[O:8])[NH:6][CH:7]=1. Procedure details: (4S,6S)-4-(5-amino-2-fluoropyridin-3-yl)-4-methyl-6-(trifluoromethyl)-5,6-dihydro-4H-1,3-oxazin-2-amine (14b, 0.650 g, 2.224 mmol, as described in Example 146, method U, Step 2), hydrogen chloride, 4.0 N solution in 1,4-dioxane (1.0 mL, 28.8 mmol) and water 0.5 mL were combined in a microwave tube. The vials was sealed and heated at 100° C. for 3 h. The mixture was concentrated to dryness and carried to the next step without purification. MS m/z=291.0 [M+H]+. Calculated for C11H13F3N4O2: 290.2 Starting materials: ClC1=CC=2C3=C(NC2C=C1)CCN(C3)C (8-chloro-2,3,4,5-tetrahydro-2-methyl-1H-pyrido[4,3-b]indole), C(=C)C=1C=CC(NC1)=O (5-vinylpyridin-2(1H)-one), [OH-].[K+] (KOH). Run in CN1CCCC1=O (NMP). The product is ClC1=CC=2C3=C(N(C2C=C1)CCC=1C=CC(NC1)=O)CCN(C3)C (5-(2-(8-chloro-1,2,3,4-tetrahydro-2-methylpyrido[4,3-b]indol-5-yl)ethyl)pyridin-2(1H)-one). Reaction SMILES: [Cl:1][C:2]1[CH:10]=[CH:9][C:8]2[NH:7][C:6]3[CH2:11][CH2:12][N:13]([CH3:15])[CH2:14][C:5]=3[C:4]=2[CH:3]=1.[CH:16]([C:18]1[CH:19]=[CH:20][C:21](=[O:24])[NH:22][CH:23]=1)=[CH2:17].[OH-].[K+]>CN1C(=O)CCC1>[Cl:1][C:2]1[CH:10]=[CH:9][C:8]2[N:7]([CH2:17][CH2:16][C:18]3[CH:19]=[CH:20][C:21](=[O:24])[NH:22][CH:23]=3)[C:6]3[CH2:11][CH2:12][N:13]([CH3:15])[CH2:14][C:5]=3[C:4]=2[CH:3]=1 |f:2.3|. Procedure details: The title compound is prepared from a mixture of 8-chloro-2,3,4,5-tetrahydro-2-methyl-1H-pyrido[4,3-b]indole, 5-vinylpyridin-2(1H)-one and KOH (5-7 equiv) in NMP at a temperature ranging between 25 deg C. to 100 deg C. The product obtained is isolated by preparative HPLC. Reactants: CC(C)(C)[O-], CC(C)(C)O, CO, OCc1ccnc(Cl)c1, O=C(Nc1cc(C(F)(F)F)cc(C(F)(F)F)c1)N1CCN(c2nsnc2Cl)CC1, [K+]. Yields the product O=C(Nc1cc(C(F)(F)F)cc(C(F)(F)F)c1)N1CCN(c2nsnc2OCc2ccnc(Cl)c2)CC1. Reaction SMILES: [CH3:30][C:31]([CH3:32])([O-:33])[CH3:34].[CH3:36][C:37]([OH:38])([CH3:39])[CH3:40].[CH3:50][OH:51].[Cl:41][c:42]1[n:43][cH:44][cH:45][c:46]([CH2:48][OH:49])[cH:47]1.[F:1][C:2]([c:3]1[cH:4][c:5]([NH:13][C:14](=[O:15])[N:16]2[CH2:17][CH2:18][N:19]([c:22]3[n:23][s:24][n:25][c:26]3[Cl:27])[CH2:20][CH2:21]2)[cH:6][c:7]([C:9]([F:10])([F:11])[F:12])[cH:8]1)([F:28])[F:29].[K+:35]>>[F:1][C:2]([c:3]1[cH:4][c:5]([NH:13][C:14](=[O:15])[N:16]2[CH2:17][CH2:18][N:19]([c:22]3[n:23][s:24][n:25][c:26]3[O:49][CH2:48][c:46]3[cH:45][cH:44][n:43][c:42]([Cl:41])[cH:47]3)[CH2:20][CH2:21]2)[cH:6][c:7]([C:9]([F:10])([F:11])[F:12])[cH:8]1)([F:28])[F:29]. Reactants: solution, Cl (HCl), FC1=C(C=CC(=C1)I)NC1=C(N(C2=C1C=NC=C2)CCO[Si](C(C)C)(C(C)C)C(C)C)C(=O)N (3-(2-fluoro-4-iodo-phenylamino)-1-(2-triisopropylsilanyloxy-ethyl)-1H-pyrrolo[3,2-c]pyridine-2-carboxylic acid amide). The solvent is CO (methanol). Run at time 1 hour. The product is FC1=C(C=CC(=C1)I)NC1=C(N(C2=C1C=NC=C2)CCO)C(=O)N (3-(2-Fluoro-4-iodo-phenylamino)-1-(2-hydroxy-ethyl)-1H-pyrrolo[3,2-c]pyridine-2-carboxylic acid amide). Isolated yield 53.5%. As a reaction SMILES: [F:1][C:2]1[CH:7]=[C:6]([I:8])[CH:5]=[CH:4][C:3]=1[NH:9][C:10]1[C:14]2[CH:15]=[N:16][CH:17]=[CH:18][C:13]=2[N:12]([CH2:19][CH2:20][O:21][Si](C(C)C)(C(C)C)C(C)C)[C:11]=1[C:32]([NH2:34])=[O:33].Cl>CO>[F:1][C:2]1[CH:7]=[C:6]([I:8])[CH:5]=[CH:4][C:3]=1[NH:9][C:10]1[C:14]2[CH:15]=[N:16][CH:17]=[CH:18][C:13]=2[N:12]([CH2:19][CH2:20][OH:21])[C:11]=1[C:32]([NH2:34])=[O:33]. Procedure: To a suspension of 3-(2-fluoro-4-iodo-phenylamino)-1-(2-triisopropylsilanyloxy-ethyl)-1H-pyrrolo[3,2-c]pyridine-2-carboxylic acid amide (100 mg, 0.17 mmol) in methanol was added a 1M solution of HCl (0.34 mL, 0.34 mmol). The reaction mixture was heated at reflux and stirred for 1 hour. After cooling to room temperature the reaction mixture was passed through a 5 g SCX-2 cartridge eluting with MeOH then 2M solution of ammonia in MeOH. The appropriate fractions were combined and concentrated to gi... Starting materials: NC1=NC=2CCC3=C(C2C(N1)=O)C=C(C(=C3)Br)S(=O)(=O)Cl (3-Amino-8-bromo-5,6-dihydrobenzo[f]quinazolin-1(2H)-one-9-sulfonyl chloride), C(C)OC([C@@H](NC(C1=CC=C(C=C1)N)=O)CCC(=O)OCC)=O (N-(4-aminobenzoyl)-L-glutamic acid diethyl ester). Run in C(Cl)Cl (methylene chloride). The product is NC1=NC=2CCC3=C(C2C(N1)=O)C=C(C(=C3)Br)S(=O)(=O)NC3=CC=C(C(=O)N[C@@H](CCC(=O)OCC)C(=O)OCC)C=C3 (diethyl N-(4-(((3-amino-8-bromo-1,2,5,6-tetrahydro-1-oxobenzo[f]quinazolin-9-yl)sulfonyl)amino)benzoyl)-L-glutamate). Yield: 26.1%. As a reaction SMILES: [NH2:1][C:2]1[NH:11][C:10](=[O:12])[C:9]2[C:8]3[CH:13]=[C:14]([S:18](Cl)(=[O:20])=[O:19])[C:15]([Br:17])=[CH:16][C:7]=3[CH2:6][CH2:5][C:4]=2[N:3]=1.[CH2:22]([O:24][C:25](=[O:44])[C@H:26]([CH2:37][CH2:38][C:39]([O:41][CH2:42][CH3:43])=[O:40])[NH:27][C:28](=[O:36])[C:29]1[CH:34]=[CH:33][C:32]([NH2:35])=[CH:31][CH:30]=1)[CH3:23]>C(Cl)Cl>[NH2:1][C:2]1[NH:11][C:10](=[O:12])[C:9]2[C:8]3[CH:13]=[C:14]([S:18]([NH:35][C:32]4[CH:31]=[CH:30][C:29]([C:28]([NH:27][C@H:26]([C:25]([O:24][CH2:22][CH3:23])=[O:44])[CH2:37][CH2:38][C:39]([O:41][CH2:42][CH3:43])=[O:40])=[O:36])=[CH:34][CH:33]=4)(=[O:20])=[O:19])[C:15]([Br:17])=[CH:16][C:7]=3[CH2:6][CH2:5][C:4]=2[N:3]=1. Reported procedure: 3-Amino-8-bromo-5,6-dihydrobenzo[f]quinazolin-1(2H)-one-9-sulfonyl chloride (2.00 g, 4.50 mmole) and N-(4-aminobenzoyl)-L-glutamic acid diethyl ester (7.26 g,22.5 mole) (Aldrich) were placed together in a test tube and melted at 175° C. The mixture was heated for 1 hour, 20 minutes, the cooled residue suspended in methylene chloride and filtered to remove undissolved solid. The filtrate was evaporated to dryness and the residue subjected to chromatography on a Waters Prep 500 instrument (silica ... Starting materials: [BH4-], CO, CC(NC(c1ccccc1)c1cccc([N+](=O)[O-])c1)c1ccccc1, [Na+], Cl[Ni]Cl, O, O, O, O, O, O. Yields the product CC(NC(c1ccccc1)c1cccc(N)c1)c1ccccc1. As a reaction SMILES: [BH4-:26].[CH3:28][OH:29].[N+:1]([O-:2])(=[O:3])[c:4]1[cH:5][c:6]([CH:10]([NH:11][CH:12]([CH3:13])[c:14]2[cH:15][cH:16][cH:17][cH:18][cH:19]2)[c:20]2[cH:21][cH:22][cH:23][cH:24][cH:25]2)[cH:7][cH:8][cH:9]1.[Na+:27].[Ni:36]([Cl:37])[Cl:38].[OH2:30].[OH2:31].[OH2:32].[OH2:33].[OH2:34].[OH2:35]>>[NH2:1][c:4]1[cH:5][c:6]([CH:10]([NH:11][CH:12]([CH3:13])[c:14]2[cH:15][cH:16][cH:17][cH:18][cH:19]2)[c:20]2[cH:21][cH:22][cH:23][cH:24][cH:25]2)[cH:7][cH:8][cH:9]1. Starting materials: ClCC1=NC(=CC=C1)CCl (2,6-bis(chloromethyl)pyridine), ClP(C(C)C)C(C)C (Chloro diisopropylphosphine), [Li] (lithium). Run in O1CCCC1 (tetrahydrofuran), O1CCCC1 (tetrahydrofuran), O1CCCC1 (tetrahydrofuran). Reaction conditions: temperature -80 celsius, time 72 hour. Product: C(C)(C)P(C(C)C)CC1=NC(=CC=C1)CP(C(C)C)C(C)C (2,6-bis((diisopropylphosphino)methyl)pyridine). Reaction SMILES: Cl[P:2]([CH:6]([CH3:8])[CH3:7])[CH:3]([CH3:5])[CH3:4].[Li].Cl[CH2:11][C:12]1[CH:17]=[CH:16][CH:15]=[C:14]([CH2:18]Cl)[N:13]=1>O1CCCC1>[CH:3]([P:2]([CH2:11][C:12]1[CH:17]=[CH:16][CH:15]=[C:14]([CH2:18][P:2]([CH:6]([CH3:8])[CH3:7])[CH:3]([CH3:5])[CH3:4])[N:13]=1)[CH:6]([CH3:8])[CH3:7])([CH3:5])[CH3:4] |^1:8|. Reported procedure: Chloro diisopropylphosphine (10.0 g, 65.5 mmol) in 50 ml of tetrahydrofuran was added dropwise to a suspension of lithium (containing ca. 0.5% Na) granules (1.18 g, 170 mmol) in 50 ml of tetrahydrofuran and the mixture was stirred for 72 hours. The reaction mixture was then filtered, cooled to −80° C., and a solution of 2,6-bis(chloromethyl)pyridine (5.98 g, 34 mmol) in 20 ml of tetrahydrofuran was slowly added via a dropping funnel with vigorous stirring, resulting in the formation of a red sol...